This data is from the Open Reaction Database (ORD), a public repository of structured organic reaction records. The task is: describe an organic reaction: reactants, conditions, products, and yield As a reaction SMILES: [C:1](#[N:2])[c:3]1[cH:4][cH:5][c:6]([C:7](=[O:8])[N:9]([CH3:10])[CH2:11][C:12]2([CH:16]3[CH2:17][CH2:18][CH2:19][CH2:20][CH2:21]3)[CH2:13][O:14][CH2:15]2)[cH:22][cH:23]1.[Cl:24][CH2:25][Cl:26]>>[C:1](#[N:2])[c:3]1[cH:4][cH:5][c:6]([C:7]23[O:8][CH2:15][C:12]([CH:16]4[CH2:17][CH2:18][CH2:19][CH2:20][CH2:21]4)([CH2:11][N:9]2[CH3:10])[CH2:13][O:14]3)[cH:22][cH:23]1. Yields the product CN1CC2(C3CCCCC3)COC1(c1ccc(C#N)cc1)OC2. The reactants are CN(CC1(C2CCCCC2)COC1)C(=O)c1ccc(C#N)cc1, ClCCl. The reactants are C[C@@]12C(=C[C@@H](CC1)C2(C)C)C2=CC=C(C(=O)OC)C=C2 (methyl 4-((1R,4R)-1,7,7-trimethylbicyclo(2.2.1)hept-2-en-2-yl)benzoate). Reagents/catalysts: [Pd] (Pd/C). The solvent is C(C)(=O)OCC (ethyl acetate), C(C)O (ethanol). Yields the product C[C@@]12C(C[C@@H](CC1)C2(C)C)C2=CC=C(C(=O)OC)C=C2 (methyl 4-((1S,4R)-1,7,7-trimethylbicyclo(2.2.1)hept-2-yl)benzoate). As a reaction SMILES: [CH3:1][C@:2]12[C:8]([CH3:10])([CH3:9])[C@H:5]([CH2:6][CH2:7]1)[CH:4]=[C:3]2[C:11]1[CH:20]=[CH:19][C:14]([C:15]([O:17][CH3:18])=[O:16])=[CH:13][CH:12]=1>C(OCC)(=O)C.C(O)C.[Pd]>[CH3:1][C@:2]12[C:8]([CH3:9])([CH3:10])[C@H:5]([CH2:6][CH2:7]1)[CH2:4][CH:3]2[C:11]1[CH:12]=[CH:13][C:14]([C:15]([O:17][CH3:18])=[O:16])=[CH:19][CH:20]=1. Procedure details: A mixture of Example 372B (100 mg) and 10% Pd/C (20 mg) in ethyl acetate (5 mL) and ethanol (5 mL) at room temperature was stirred under H2 for 18 hours, filtered, and concentrated to provide the desired product. MS (DCI(+)) m/e 245 (M+H)+.